This data is from the Open Reaction Database (ORD), a public repository of structured organic reaction records. The task is: describe an organic reaction: reactants, conditions, products, and yield Reactants: C=CCOCC1CO1, CC(C)=O, CO[SiH](OC)OC, CC(=O)C=C(C)C, Cl[Pt]Cl. The product is CO[Si](CCCOCC1CO1)(OC)OC. As a reaction SMILES: [CH2:1]([CH:2]1[CH2:3][O:4]1)[O:5][CH2:6][CH:7]=[CH2:8].[CH3:16][C:17](=[O:18])[CH3:19].[CH3:9][O:10][SiH:11]([O:12][CH3:13])[O:14][CH3:15].[O:23]=[C:24]([CH:25]=[C:26]([CH3:27])[CH3:28])[CH3:29].[Pt:20]([Cl:21])[Cl:22]>>[CH2:1]([CH:2]1[CH2:3][O:4]1)[O:5][CH2:6][CH2:7][CH2:8][Si:11]([O:10][CH3:9])([O:12][CH3:13])[O:14][CH3:15]. Starting materials: ClC1=CC2=C(C(NC3=NC=CC=C23)=O)C=C1 (9-Chloro-5H-benzo[c][1,8]naphthyridin-6-one), NC=1C=C2CCCC2=CC1 (5-aminoindan). Yields the product C1CCC2=CC(=CC=C12)NC1=CC2=C(C(NC3=NC=CC=C23)=O)C=C1 (9-(Indan-5-ylamino)-5H-benzo[c][1,8]naphthyridin-6-one). Isolated yield 29.1%. As a reaction SMILES: Cl[C:2]1[CH:16]=[CH:15][C:5]2[C:6](=[O:14])[NH:7][C:8]3[C:13]([C:4]=2[CH:3]=1)=[CH:12][CH:11]=[CH:10][N:9]=3.[NH2:17][C:18]1[CH:19]=[C:20]2[C:24](=[CH:25][CH:26]=1)[CH2:23][CH2:22][CH2:21]2>>[CH2:23]1[C:24]2[C:20](=[CH:19][C:18]([NH:17][C:2]3[CH:16]=[CH:15][C:5]4[C:6](=[O:14])[NH:7][C:8]5[C:13]([C:4]=4[CH:3]=3)=[CH:12][CH:11]=[CH:10][N:9]=5)=[CH:26][CH:25]=2)[CH2:21][CH2:22]1. Procedure details: The title compound was synthesized according to the procedure described for the preparation of Example 231 using 6 (1000 mg, 0.43 mmol) and 5-aminoindan (87 mg; 0.65 mmol) to provide 247 (41 mg, 26% yield) as a brown solid. LC-MS (M+H (parent)=328, obsd.=328). Run at time 16 hour. Procedure: A mixture of 1-(4-oxo-6-o-tolyl-3,4-dihydro-quinazolin-2-yl)-1H-pyrazole-4-carboxylic acid ethyl ester (40.0 mg, 1.07 mmol), 1M aq. KOH (0.5 mL) and THF (1 mL) was stirred for 16 h. The reaction mixture was concentrated under reduced pressure to remove the THF and the aqueous residue was acidified to pH 2 with 1 M aq. HCl. The resulting precipitate was collected by filtration to provide the titled compound (30.0 mg, 81%). MS (ESI): mass calcd. for C19H14N4O3, 346.1; m/z found 347.0 [M+H]+. 1H NM... The solvent is C1CCOC1 (THF). Starting materials: C(C)OC(=O)C=1C=NN(C1)C1=NC2=CC=C(C=C2C(N1)=O)C1=C(C=CC=C1)C (1-(4-oxo-6-o-tolyl-3,4-dihydro-quinazolin-2-yl)-1H-pyrazole-4-carboxylic acid ethyl ester), [OH-].[K+] (KOH). Yield: 8.1%. The product is O=C1NC(=NC2=CC=C(C=C12)C1=C(C=CC=C1)C)N1N=CC(=C1)C(=O)O (1-(4-oxo-6-o-tolyl-3,4-dihydro-quinazolin-2-yl)-1H-pyrazole-4-carboxylic acid). RXN SMILES: C([O:3][C:4]([C:6]1[CH:7]=[N:8][N:9]([C:11]2[NH:20][C:19](=[O:21])[C:18]3[C:13](=[CH:14][CH:15]=[C:16]([C:22]4[CH:27]=[CH:26][CH:25]=[CH:24][C:23]=4[CH3:28])[CH:17]=3)[N:12]=2)[CH:10]=1)=[O:5])C.[OH-].[K+]>C1COCC1>[O:21]=[C:19]1[C:18]2[C:13](=[CH:14][CH:15]=[C:16]([C:22]3[CH:27]=[CH:26][CH:25]=[CH:24][C:23]=3[CH3:28])[CH:17]=2)[N:12]=[C:11]([N:9]2[CH:10]=[C:6]([C:4]([OH:5])=[O:3])[CH:7]=[N:8]2)[NH:20]1 |f:1.2|. RXN SMILES: [CH2:26]([c:27]1[cH:28][cH:29][cH:30][cH:31][cH:32]1)[O:33][c:34]1[n:35][n:36]([CH2:47][CH2:48][N:49]2[CH2:50][CH2:51][CH2:52][CH2:53][CH2:54]2)[cH:37][c:38]1-[c:39]1[cH:40][c:41]([O:45][CH3:46])[cH:42][cH:43][cH:44]1.[CH3:56][CH2:57][OH:58].[ClH:55].[F:1][C:2]([F:3])([F:4])[O:5][c:6]1[cH:7][cH:8][c:9](-[c:10]2[c:11]([OH:12])[n:13][n:14]([CH2:15][CH2:16][N:17]3[CH2:18][CH2:19][CH2:20][CH2:21][CH2:22]3)[cH:23]2)[cH:24][cH:25]1>>[ClH:55].[OH:33][c:34]1[n:35][n:36]([CH2:47][CH2:48][N:49]2[CH2:50][CH2:51][CH2:52][CH2:53][CH2:54]2)[cH:37][c:38]1-[c:39]1[cH:40][c:41]([O:45][CH3:46])[cH:42][cH:43][cH:44]1. Yields the product Cl, COc1cccc(-c2cn(CCN3CCCCC3)nc2O)c1. Starting materials: COc1cccc(-c2cn(CCN3CCCCC3)nc2OCc2ccccc2)c1, CCO, Cl, Oc1nn(CCN2CCCCC2)cc1-c1ccc(OC(F)(F)F)cc1. Reactants: ketone, OC1=C(C(=CC2=C1[C@@]1(C(C3=CC=4C(C(=CC(C4C(=C3C([C@@]1([C@@H](C2)O)OC)=O)O)=O)N[C@H]2O[C@H]([C@@H](C([C@H]2OC)=NO)OC)C)=O)=O)O)C)C(=O)OC ((6R,6aS,14aR)-methyl 1,6,8,14a-tetrahydroxy-11-((2S,3R,5R,6S)-4-(hydroxyimino)-3,5-dimethoxy-6-methyltetrahydro-2H-pyran-2-ylamino)-6a-methoxy-3-methyl-7,9,12,14-tetraoxo-5,6,6a,7,9,12,14,14a-octahydrobenzo[a]tetracene-2-carboxylate), Cl.O(C)N (methoxylamine hydrochloride), N1=CC=CC=C1 (pyridine). Run in CO (methanol). Reaction conditions: time 2 hour. The product is CO[C@H]\1[C@H](O[C@H]([C@@H](/C1=N/OC)OC)C)NC1=CC(C=2C(=C3C([C@@]4([C@@H](CC5=C([C@@]4(C(C3=CC2C1=O)=O)O)C(=C(C(=C5)C)C(=O)OC)O)O)OC)=O)O)=O ((6R,6aS,14aR)-methyl 11-((2S,3R,5R,6S,Z)-3,5-dimethoxy-4-(methoxyimino)-6-methyltetrahydro-2H-pyran-2-ylamino)-1,6,8,14a-tetrahydroxy-6a-methoxy-3-methyl-7,9,12,14-tetraoxo-5,6,6a,7,9,12,14,14a-octahydrobenzo[a]tetracene-2-carboxylate). Isolated yield 54.0%. As a reaction SMILES: [OH:1][C:2]1[C:7]2[C@@:8]3([OH:46])[C@@:21]([O:25][CH3:26])([C@H:22]([OH:24])[CH2:23][C:6]=2[CH:5]=[C:4]([CH3:47])[C:3]=1[C:48]([O:50][CH3:51])=[O:49])[C:20](=[O:27])[C:19]1[C:10](=[CH:11][C:12]2[C:13](=[O:44])[C:14]([NH:30][C@@H:31]4[C@H:36]([O:37][CH3:38])[C:35](=[N:39][OH:40])[C@@H:34]([O:41][CH3:42])[C@H:33]([CH3:43])[O:32]4)=[CH:15][C:16](=[O:29])[C:17]=2[C:18]=1[OH:28])[C:9]3=[O:45].Cl.O(N)[CH3:54].N1C=CC=CC=1>CO>[CH3:38][O:37][C@H:36]1[C@@H:31]([NH:30][C:14]2[C:13](=[O:44])[C:12]3[CH:11]=[C:10]4[C:19]([C:20](=[O:27])[C@@:21]5([O:25][CH3:26])[C@@:8]([OH:46])([C:9]4=[O:45])[C:7]4[C:2]([OH:1])=[C:3]([C:48]([O:50][CH3:51])=[O:49])[C:4]([CH3:47])=[CH:5][C:6]=4[CH2:23][C@H:22]5[OH:24])=[C:18]([OH:28])[C:17]=3[C:16](=[O:29])[CH:15]=2)[O:32][C@@H:33]([CH3:43])[C@H:34]([O:41][CH3:42])/[C:35]/1=[N:39]/[O:40][CH3:54] |f:1.2|. Procedure: To a solution of the ketone from Step A of the preparation of (6R,6aS,14aR)-methyl 1,6,8,14a-tetrahydroxy-11-((2S,3R,5R,6S)-4-(hydroxyimino)-3,5-dimethoxy-6-methyltetrahydro-2H-pyran-2-ylamino)-6a-methoxy-3-methyl-7,9,12,14-tetraoxo-5,6,6a,7,9,12,14,14a-octahydrobenzo[a]tetracene-2-carboxylate [Isomer A] (Example 48) (53 mg, 0.076 mmol) in methanol (1 mL) was added methoxylamine hydrochloride (6.4 mg, 0.076 mmol) and pyridine (0.1 mL) at room temperature. The mixture was stirred under nitrogen f... Reactants: [N+](=O)([O-])C1=CC=C(C=C1)N1C(OC(C1)COC1=CC=C(C(=O)OC)C=C1)=O (methyl 4-[3-(4-nitrophenyl)-2-oxooxazolidin-5-yl]methoxybenzoate), [N+](=O)([O-])C1=CC=C(C=C1)N1C(OC(C1)COC1=CC=C(C(=O)OC)C=C1)=O (methyl 4-[3-(4-nitrophenyl)-2-oxooxazolidin-5-yl]methoxybenzoate). The reagents and catalysts are [Zn] (zinc). The solvent is C(C)(=O)O (acetic acid). Conditions: time 3 hour. Product: NC1=CC=C(C=C1)N1C(OC(C1)COC1=CC=C(C(=O)OC)C=C1)=O (methyl 4-[3-(4-aminophenyl)-2-oxooxazolidin-5-yl]methoxybenzoate). Yield: 108.8%. As a reaction SMILES: [N+:1]([C:4]1[CH:9]=[CH:8][C:7]([N:10]2[CH2:14][CH:13]([CH2:15][O:16][C:17]3[CH:26]=[CH:25][C:20]([C:21]([O:23][CH3:24])=[O:22])=[CH:19][CH:18]=3)[O:12][C:11]2=[O:27])=[CH:6][CH:5]=1)([O-])=O>[Zn].C(O)(=O)C>[NH2:1][C:4]1[CH:9]=[CH:8][C:7]([N:10]2[CH2:14][CH:13]([CH2:15][O:16][C:17]3[CH:26]=[CH:25][C:20]([C:21]([O:23][CH3:24])=[O:22])=[CH:19][CH:18]=3)[O:12][C:11]2=[O:27])=[CH:6][CH:5]=1. Reported procedure: A 6.0 g quantity of zinc powder was added to an acetic acid (60 ml) solution of 3.0 g of methyl 4-[3-(4-nitrophenyl)-2-oxooxazolidin-5-yl]methoxybenzoate (compound 50) obtained in Example 3 at 60° C., and the mixture was stirred at the same temperature for 3 hours. The reaction mixture was filtered and the filtrate was concentrated under reduced pressure. Ethanol was added to the obtained residue to collect the crystals by filtration. Thus, 3.0 g of the title compound (compound 112) was obtained... Yields the product OCCOc1ccc(O)cc1. Reactants: C=C(C)c1ccc(OCCO)cc1, CO, [Na+], [Na+], OO, O=S(=O)(O)O, O=S([O-])[O-]. RXN SMILES: [CH3:1][C:2](=[CH2:3])[c:4]1[cH:5][cH:6][c:7]([O:8][CH2:9][CH2:10][OH:11])[cH:12][cH:13]1.[CH3:27][OH:28].[Na+:25].[Na+:26].[OH:14][OH:15].[S:16]([OH:17])(=[O:18])(=[O:19])[OH:20].[S:21]([O-:22])([O-:23])=[O:24]>>[c:4]1([OH:17])[cH:5][cH:6][c:7]([O:8][CH2:9][CH2:10][OH:11])[cH:12][cH:13]1.